Dataset: the Open Reaction Database (ORD), a public repository of structured organic reaction records. Task: describe an organic reaction: reactants, conditions, products, and yield The reactants are N#Cc1ccc(OCCCBr)cc1, O=C([O-])[O-], CCOCCn1cc(C2CCNCC2)c2ccccc21, CC(=O)CC(C)C, [I-], [K+], [K+], [K+]. Product: CCOCCn1cc(C2CCN(CCCOc3ccc(C#N)cc3)CC2)c2ccccc21. Reaction SMILES: [Br:1][CH2:2][CH2:3][CH2:4][O:5][c:6]1[cH:7][cH:8][c:9]([C:10]#[N:11])[cH:12][cH:13]1.[C:34](=[O:35])([O-:36])[O-:37].[CH2:14]([CH3:15])[O:16][CH2:17][CH2:18][n:19]1[cH:20][c:21]([CH:28]2[CH2:29][CH2:30][NH:31][CH2:32][CH2:33]2)[c:22]2[cH:23][cH:24][cH:25][cH:26][c:27]12.[CH2:42]([C:43]([CH3:44])=[O:45])[CH:46]([CH3:47])[CH3:48].[I-:41].[K+:38].[K+:39].[K+:40]>>[CH2:2]([CH2:3][CH2:4][O:5][c:6]1[cH:7][cH:8][c:9]([C:10]#[N:11])[cH:12][cH:13]1)[N:31]1[CH2:30][CH2:29][CH:28]([c:21]2[cH:20][n:19]([CH2:18][CH2:17][O:16][CH2:14][CH3:15])[c:27]3[c:22]2[cH:23][cH:24][cH:25][cH:26]3)[CH2:33][CH2:32]1. The reactants are [H-].[Al+3].[Li+].[H-].[H-].[H-] (lithium aluminum hydride), FC1=CC=C(C(=O)CCC(=O)N2CCC(CC2)(O)C2=CC=C(C=C2)Cl)C=C1 (1-[β-(p-fluorobenzoyl)propionyl]-4-(p-chlorophenyl)-4-hydroxypiperidine), O (water). Solvent: O1CCCC1 (tetrahydrofuran), O1CCCC1 (tetrahydrofuran). Run at time 1 hour. Yields the product FC1=CC=C(C=C1)C(CCCN1CCC(CC1)(O)C1=CC=C(C=C1)Cl)O (1-(p-fluorophenyl)-4-[4-(p-chlorophenyl)-4-hydroxypiperidino]-1 -butanol). As a reaction SMILES: [H-].[Al+3].[Li+].[H-].[H-].[H-].[F:7][C:8]1[CH:33]=[CH:32][C:11]([C:12]([CH2:14][CH2:15][C:16]([N:18]2[CH2:23][CH2:22][C:21]([C:25]3[CH:30]=[CH:29][C:28]([Cl:31])=[CH:27][CH:26]=3)([OH:24])[CH2:20][CH2:19]2)=O)=[O:13])=[CH:10][CH:9]=1.O>O1CCCC1>[F:7][C:8]1[CH:9]=[CH:10][C:11]([CH:12]([OH:13])[CH2:14][CH2:15][CH2:16][N:18]2[CH2:19][CH2:20][C:21]([C:25]3[CH:26]=[CH:27][C:28]([Cl:31])=[CH:29][CH:30]=3)([OH:24])[CH2:22][CH2:23]2)=[CH:32][CH:33]=1 |f:0.1.2.3.4.5|. Procedure: To a mixture of 2.0 g of lithium aluminum hydride and 50 ml of tetrahydrofuran, was gradually added a solution of 5.0 g of 1-[β-(p-fluorobenzoyl)propionyl]-4-(p-chlorophenyl)-4-hydroxypiperidine in 40 ml of tetrahydrofuran. The mixture was stirred at room temperature for one hour, and at 60°to 65°C for 4 hours. Then 15 ml of cold water was added dropwise to the reaction mixture while the mixture was kept below 20°C in an ice bath. The precipitate was filtered off and the tetrahydrofuran was remo... Reported procedure: The product from Example 143 was reacted according to the procedure from Example 150 substituting the product from Example 143 for the product from Example 138 to provide a residue which was purified by trituration with methanol and diethyl ether to provide the title compound (26 mg, 55%). 1H NMR (300 MHz, DMSO-D6) δ ppm: 1.37 (d, J=6.99 Hz, 6H), 3.21-3.43 (m, 1H), 6.83 (s, 1H), 6.84 (d, J=8.82 Hz, 2H), 6.92 (d, J=8.09 Hz, 1H), 7.02 (d, J=8.09 Hz, 2H), 7.32 (d, J=8.46 Hz, 2H), 7.63 (d, J=8.09 Hz... The reactants are C(C)(C)C=1C=CC2=C(N=CN=C2NC=2C=C(C(=O)NC3=C(C=CC=C3)OC)C=CC2SC2=CC=C(C=C2)OC)N1 (3-(7-Isopropyl-pyrido[2,3-d]pyrimidin-4-ylamino)-N-(2-methoxy-phenyl)-4-(4-methoxy-phenylsulfanyl)-benzamide), C(C)(C)C=1C=CC2=C(N=CN=C2NC=2C=C(C(=O)NC3=C(C=CC=C3)OC)C=CC2SC2=CC=C(C=C2)OC)N1 (3-(7-Isopropyl-pyrido[2,3-d]pyrimidin-4-ylamino)-N-(2-methoxy-phenyl)-4-(4-methoxy-phenylsulfanyl)-benzamide), C(C)(C)C=1C=CC2=C(N=CN=C2NC=2C=C(C(=O)NC3=CC=C(C=C3)C)C=CC2SC2=CC=C(C=C2)OC)N1 (3-(7-Isopropyl-pyrido[2,3-d]pyrimidin-4-ylamino)-4-(4-methoxy-phenylsulfanyl)-N-p-tolyl-benzamide). As a reaction SMILES: [CH:1]([C:4]1[CH:5]=[CH:6][C:7]2[C:12]([NH:13][C:14]3[CH:15]=[C:16]([CH:28]=[CH:29][C:30]=3[S:31][C:32]3[CH:37]=[CH:36][C:35]([O:38]C)=[CH:34][CH:33]=3)[C:17]([NH:19][C:20]3[CH:25]=[CH:24][CH:23]=[CH:22][C:21]=3[O:26]C)=[O:18])=[N:11][CH:10]=[N:9][C:8]=2[N:40]=1)([CH3:3])[CH3:2].C(C1C=CC2C(NC3C=C(C=CC=3SC3C=CC(OC)=CC=3)C(NC3C=CC(C)=CC=3)=O)=NC=NC=2N=1)(C)C>>[OH:26][C:21]1[CH:22]=[CH:23][CH:24]=[CH:25][C:20]=1[NH:19][C:17](=[O:18])[C:16]1[CH:28]=[CH:29][C:30]([S:31][C:32]2[CH:33]=[CH:34][C:35]([OH:38])=[CH:36][CH:37]=2)=[C:14]([NH:13][C:12]2[C:7]3[CH:6]=[CH:5][C:4]([CH:1]([CH3:2])[CH3:3])=[N:40][C:8]=3[N:9]=[CH:10][N:11]=2)[CH:15]=1. Yields the product OC1=C(C=CC=C1)NC(C1=CC(=C(C=C1)SC1=CC=C(C=C1)O)NC=1C2=C(N=CN1)N=C(C=C2)C(C)C)=O (N-(2-Hydroxy-phenyl)-4-(4-hydroxy-phenylsulfanyl)-3-(7-isopropyl-pyrido[2,3-d]pyrimidin-4-ylamino)-benzamide). The yield is 55.0%. Reactants: C(C)O[C@@H](C(=O)N[C@@H](CO)C1=CC=CC=C1)CC1=CC=C(C=C1)OCCC1=CC=C(C=C1)OS(=O)(=O)C ((R)-2-ethoxy-N-(2-hydroxy-(R)-1-phenylethyl)-3-[4-(2-{4-methanesulfonyloxyphenyl}-ethoxy)phenyl]propanoic amide). Solvent: CCCCCCC (heptan). The product is C(C)O[C@H](C(=O)N[C@@H](CO)C1=CC=CC=C1)CC1=CC=C(C=C1)OCCC1=CC=C(C=C1)OS(=O)(=O)C ((S)-2-ethoxy-N-(2-hydroxy-(R)-1-phenylethyl)-3-[4-(2-{4-methanesulfonyloxyphenyl}ethoxy)-phenyl]propanoic amide). Yield: 38.0%. RXN SMILES: [CH2:1]([O:3][C@H:4]([CH2:17][C:18]1[CH:23]=[CH:22][C:21]([O:24][CH2:25][CH2:26][C:27]2[CH:32]=[CH:31][C:30]([O:33][S:34]([CH3:37])(=[O:36])=[O:35])=[CH:29][CH:28]=2)=[CH:20][CH:19]=1)[C:5]([NH:7][C@H:8]([C:11]1[CH:16]=[CH:15][CH:14]=[CH:13][CH:12]=1)[CH2:9][OH:10])=[O:6])[CH3:2]>CCCCCCC>[CH2:1]([O:3][C@@H:4]([CH2:17][C:18]1[CH:23]=[CH:22][C:21]([O:24][CH2:25][CH2:26][C:27]2[CH:28]=[CH:29][C:30]([O:33][S:34]([CH3:37])(=[O:35])=[O:36])=[CH:31][CH:32]=2)=[CH:20][CH:19]=1)[C:5]([NH:7][C@H:8]([C:11]1[CH:12]=[CH:13][CH:14]=[CH:15][CH:16]=1)[CH2:9][OH:10])=[O:6])[CH3:2]. Procedure details: A solution of 2-ethoxy-3-[4-(2-{4-methanesulfonyloxyphenyl} ethoxy)phenyl]propanoic acid (10.5 g; 25.7 mmole) in dry dichloromethane (150 ml) was cooled on an ice-bath and EDC (5.42 g; 28.3 mmole), diisopropylethylamine (4.8 ml; 28.3 mmole) and HOBtxH2O (3.82 g; 28.3 mmole) were added. After 20 minutes the ice-bath was removed and (R)-phenylglycinol (3.88 g; 28.3 mmole) was added. After stirring at room temperature over night dichloromethane (100 ml), citric acid (60 ml, 10%) and ethyl acetate w... Starting materials: Brc1cccc2[nH]ccc12, C1CCOC1, Fc1ccc(CBr)cc1, [H-], [Na+]. The product is Fc1ccc(Cn2ccc3c(Br)cccc32)cc1. As a reaction SMILES: [Br:3][c:4]1[c:5]2[cH:6][cH:7][nH:8][c:9]2[cH:10][cH:11][cH:12]1.[CH2:22]1[O:23][CH2:24][CH2:25][CH2:26]1.[F:13][c:14]1[cH:15][cH:16][c:17]([CH2:18][Br:19])[cH:20][cH:21]1.[H-:1].[Na+:2]>>[Br:3][c:4]1[c:5]2[cH:6][cH:7][n:8]([CH2:18][c:17]3[cH:16][cH:15][c:14]([F:13])[cH:21][cH:20]3)[c:9]2[cH:10][cH:11][cH:12]1. Reactants: FC=1C(=C(C=CC1F)C(=O)N1CC(C1)(O)CC=O)NC1=C(C=C(C=C1)I)F ([1-({3,4-difluoro-2-[(2-fluoro-4-iodophenyl)amino]phenyl}carbonyl)-3-hydroxyazetidin-3-yl]acetaldehyde), C(C)(C)N (isopropylamine), C(C)(=O)O[BH-](OC(C)=O)OC(C)=O.[Na+] (sodium triacetoxyborohydride). Solvent: ClCCCl (1,2-dichloroethane). Reaction conditions: time 3 hour. Yields the product FC=1C(=C(C=CC1F)C(=O)N1CC(C1)(O)CCNC(C)C)NC1=C(C=C(C=C1)I)F (1-({3,4-difluoro-2-[(2-fluoro-4-iodophenyl)amino]phenyl}carbonyl)-3-{2-[(1-methylethyl)amino]ethyl}azetidin-3-ol). Isolated yield 51.7%. RXN SMILES: [F:1][C:2]1[C:3]([NH:19][C:20]2[CH:25]=[CH:24][C:23]([I:26])=[CH:22][C:21]=2[F:27])=[C:4]([C:9]([N:11]2[CH2:14][C:13]([CH2:16][CH:17]=O)([OH:15])[CH2:12]2)=[O:10])[CH:5]=[CH:6][C:7]=1[F:8].[CH:28]([NH2:31])([CH3:30])[CH3:29].C(O[BH-](OC(=O)C)OC(=O)C)(=O)C.[Na+]>ClCCCl>[F:1][C:2]1[C:3]([NH:19][C:20]2[CH:25]=[CH:24][C:23]([I:26])=[CH:22][C:21]=2[F:27])=[C:4]([C:9]([N:11]2[CH2:12][C:13]([CH2:16][CH2:17][NH:31][CH:28]([CH3:30])[CH3:29])([OH:15])[CH2:14]2)=[O:10])[CH:5]=[CH:6][C:7]=1[F:8] |f:2.3|. Procedure: To a solution of [1-({3,4-difluoro-2-[(2-fluoro-4-iodophenyl)amino]phenyl}carbonyl)-3-hydroxyazetidin-3-yl]acetaldehyde (38.0 mg, 0.078 mmol) in 1,2-dichloroethane (1 mL) was added isopropylamine (27 μL, 0.31 mmol) followed by sodium triacetoxyborohydride (26 mg, 0.12 mmol). The mixture was stirred for 3 h before quenching with 1 drop of concentrated HCl. The quenched mixture was concentrated to dryness, and then purified by preparative HPLC to provide 1-({3,4-difluoro-2-[(2-fluoro-4-iodophenyl)... Reactants: [H-].C(CCC)O[Al](OCCCC)OCCCC.[Li+] (Lithium tri-n-butoxyaluminum hydride), C(C)[C@H]1C(C[C@@H]([C@H]([C@H](OC([C@@H]2CCCCN2C(C([C@]2([C@@H](C[C@@H]([C@@H]([C@H](C[C@H](CC(=C1)C)C)OC)O2)OC)C)O)=O)=O)=O)\C(=C\[C@H]2C[C@H](C(CC2)=O)OC)\C)C)O)=O ((1R,9S,12S,13R,14S,17R,21S,23S,24R,25S,27R)-17-ethyl-1,14-dihydroxy-23,25-dimethoxy-12-{(E)-2-[(1R,3R)-3-methoxy-4-oxocyclohexyl]-1-methylethenyl}-13,19,21,27-tetramethyl-11,28-dioxa-4-azatricyclo[22.3.1.04,9 ]octacos-18-ene-2,3,10,16-tetrone). Run in C1CCOC1 (THF). Run at temperature -70 celsius, time 3 hour. The product is C(C)[C@H]1C(C[C@@H]([C@H]([C@H](OC([C@@H]2CCCCN2C(C([C@]2([C@@H](C[C@@H]([C@@H]([C@H](C[C@H](CC(=C1)C)C)OC)O2)OC)C)O)=O)=O)=O)\C(=C\[C@H]2C[C@H]([C@H](CC2)O)OC)\C)C)O)=O ((1R,9S,12S,13R,14S,17R,21S,23S,24R,25S,27R)-17-ethyl-1,14-dihydroxy-12-{(E)-2-[(1R,3R,4S)-4-hydroxy-3-methoxycyclohexyl]-1-methylethenyl}-23,25-dimethoxy-13,19,21,27-tetramethyl-11,28-dioxa-4-azatricyclo[22.3.1.04,9 ]octacos-18-ene-2,3,10,16-tetrone). Yield: 43.0%. RXN SMILES: [H-].C(O[Al](OCCCC)OCCCC)CCC.[Li+].[CH2:19]([C@@H:21]1[CH:47]=[C:46]([CH3:48])[CH2:45][C@H:44]([CH3:49])[CH2:43][C@H:42]([O:50][CH3:51])[C@H:41]2[O:52][C@:37]([OH:56])([C@H:38]([CH3:55])[CH2:39][C@@H:40]2[O:53][CH3:54])[C:36](=[O:57])[C:35](=[O:58])[N:34]2[C@@H:29]([CH2:30][CH2:31][CH2:32][CH2:33]2)[C:28](=[O:59])[O:27][C@H:26](/[C:60](/[CH3:71])=[CH:61]/[C@@H:62]2[CH2:67][CH2:66][C:65](=[O:68])[C@H:64]([O:69][CH3:70])[CH2:63]2)[C@H:25]([CH3:72])[C@@H:24]([OH:73])[CH2:23][C:22]1=[O:74])[CH3:20]>C1COCC1>[CH2:19]([C@@H:21]1[CH:47]=[C:46]([CH3:48])[CH2:45][C@H:44]([CH3:49])[CH2:43][C@H:42]([O:50][CH3:51])[C@H:41]2[O:52][C@:37]([OH:56])([C@H:38]([CH3:55])[CH2:39][C@@H:40]2[O:53][CH3:54])[C:36](=[O:57])[C:35](=[O:58])[N:34]2[C@@H:29]([CH2:30][CH2:31][CH2:32][CH2:33]2)[C:28](=[O:59])[O:27][C@H:26](/[C:60](/[CH3:71])=[CH:61]/[C@@H:62]2[CH2:67][CH2:66][C@H:65]([OH:68])[C@H:64]([O:69][CH3:70])[CH2:63]2)[C@H:25]([CH3:72])[C@@H:24]([OH:73])[CH2:23][C:22]1=[O:74])[CH3:20] |f:0.1.2|. Procedure: Lithium tri-n-butoxyaluminum hydride (0.2 mL, 1M in THF) was slowly added to a stirred solution of the product from Example 15 (0.058 g) in 1 mL of anhydrous THF at -70° C. under a nitrogen atmosphere. After stirring at -70° C. for 3 hours, the mixture was partitioned between 50 mL of ether and 10 mL of 1N-HCl. The etheral solution was washed with brine, dried over magnesium sulfate anhydrous. The obtained crude product was purified by preparative TLC, using 35% acetone in hexane as a solvent to...